Dataset: the Open Reaction Database (ORD), a public repository of structured organic reaction records. Task: describe an organic reaction: reactants, conditions, products, and yield Reactants: CC(C)(C)OC(=O)N1C=C(C=2C1=C(N=CC2C(N(CC2CCOCC2)C)=O)Cl)C (7-chloro-3-methyl-4-[methyl-(tetrahydro-pyran-4-ylmethyl)-carbamoyl]-pyrrolo[2,3-c]pyridine-1-carboxylic acid dimethyl-ethyl ester), ClC=1C=C(N)C=CC1 (3-chloroaniline). The product is Cl.CN(C(=O)C=1C2=C(C(=NC1)NC1=CC(=CC=C1)Cl)NC=C2C)CC2CCOCC2 (7-(3-Chloro-phenylamino)-3-methyl-1H-pyrrolo[2,3-c]pyridine-4-carboxylic acid methyl-(tetrahydro-pyran-4-ylmethyl)-amide hydrochloride salt). Reaction SMILES: CC(OC([N:8]1[C:12]2=[C:13]([Cl:28])[N:14]=[CH:15][C:16]([C:17](=[O:27])[N:18]([CH3:26])[CH2:19][CH:20]3[CH2:25][CH2:24][O:23][CH2:22][CH2:21]3)=[C:11]2[C:10]([CH3:29])=[CH:9]1)=O)(C)C.[Cl:30][C:31]1[CH:32]=[C:33]([CH:35]=[CH:36][CH:37]=1)[NH2:34]>>[ClH:28].[CH3:26][N:18]([CH2:19][CH:20]1[CH2:25][CH2:24][O:23][CH2:22][CH2:21]1)[C:17]([C:16]1[C:11]2[C:10]([CH3:29])=[CH:9][NH:8][C:12]=2[C:13]([NH:34][C:33]2[CH:35]=[CH:36][CH:37]=[C:31]([Cl:30])[CH:32]=2)=[N:14][CH:15]=1)=[O:27] |f:2.3|. Procedure details: Prepared in a similar manner to Example 4(d) from 7-chloro-3-methyl-4-[methyl-(tetrahydro-pyran-4-ylmethyl)-carbamoyl]-pyrrolo[2,3-c]pyridine-1-carboxylic acid dimethyl-ethyl ester (120 mg) and 3-chloroaniline instead of 3-bromoaniline. Purified by Biotage chromatography over silica gel eluting with ethyl acetate rather than trituration with diethyl ether. The salt formation was as Example 4 (d) to afford the title compound (70 mg). Starting materials: S1C(=NC=C1)NC(=O)C1=CNC2=CC=CC=C12 (1H-indole-3-carboxylic acid thiazol-2-ylamide), C(C)(=O)OCCCCBr (4-bromobutyl acetate). The product is S1C(=NC=C1)NC(=O)C1=CN(C2=CC=CC=C12)CCCCO (1-(4-Hydroxy-butyl)-1H-indole-3-carboxylic acid thiazol-2-ylamide). RXN SMILES: [S:1]1[CH:5]=[CH:4][N:3]=[C:2]1[NH:6][C:7]([C:9]1[C:17]2[C:12](=[CH:13][CH:14]=[CH:15][CH:16]=2)[NH:11][CH:10]=1)=[O:8].C([O:21][CH2:22][CH2:23][CH2:24][CH2:25]Br)(=O)C>>[S:1]1[CH:5]=[CH:4][N:3]=[C:2]1[NH:6][C:7]([C:9]1[C:17]2[C:12](=[CH:13][CH:14]=[CH:15][CH:16]=2)[N:11]([CH2:25][CH2:24][CH2:23][CH2:22][OH:21])[CH:10]=1)=[O:8]. Reported procedure: The title compound was prepared using 1H-indole-3-carboxylic acid thiazol-2-ylamide and 4-bromobutyl acetate as R5X.